From a dataset of the Open Reaction Database (ORD), a public repository of structured organic reaction records. describe an organic reaction: reactants, conditions, products, and yield Starting materials: OC(=O)C(F)(F)F.OC(=O)C(F)(F)F.C12CN(CC(CC1)O2)C2=NC(=NC(=N2)N2CCNCC2)C2=CC=C(C=C2)NC(=O)NC2=CC=NC=C2 (1-(4-(4-(8-oxa-3-azabicyclo[3.2.1]octan-3-yl)-6-(piperazin-1-yl)-1,3,5-triazin-2-yl)phenyl)-3-(pyridin-4-yl)urea-2TFA), C(C1=CC=NC=C1)(=O)Cl (isonicotinoyl chloride). Solvent: ClCCl (dichloromethane), C(C)N(CC)CC (triethylamine). Product: C(C1=CC=NC=C1)(=O)N1CCN(CC1)C1=NC(=NC(=N1)N1CC2CCC(C1)O2)C2=CC=C(C=C2)NC(=O)NC2=CC=NC=C2 (1-{4-[4-(4-isonicotinoylpiperazin-1-yl)-6-(8-oxa-3-azabicyclo[3.2.1]oct-3-yl)-1,3,5-triazin-2-yl]phenyl}-3-pyridin-4-ylurea), di-TFA. Reaction SMILES: OC(C(F)(F)F)=O.OC(C(F)(F)F)=O.[CH:15]12[O:22][CH:19]([CH2:20][CH2:21]1)[CH2:18][N:17]([C:23]1[N:28]=[C:27]([N:29]3[CH2:34][CH2:33][NH:32][CH2:31][CH2:30]3)[N:26]=[C:25]([C:35]3[CH:40]=[CH:39][C:38]([NH:41][C:42]([NH:44][C:45]4[CH:50]=[CH:49][N:48]=[CH:47][CH:46]=4)=[O:43])=[CH:37][CH:36]=3)[N:24]=1)[CH2:16]2.[C:51](Cl)(=[O:58])[C:52]1[CH:57]=[CH:56][N:55]=[CH:54][CH:53]=1>ClCCl.C(N(CC)CC)C>[C:51]([N:32]1[CH2:33][CH2:34][N:29]([C:27]2[N:28]=[C:23]([N:17]3[CH2:16][CH:15]4[O:22][CH:19]([CH2:20][CH2:21]4)[CH2:18]3)[N:24]=[C:25]([C:35]3[CH:36]=[CH:37][C:38]([NH:41][C:42]([NH:44][C:45]4[CH:46]=[CH:47][N:48]=[CH:49][CH:50]=4)=[O:43])=[CH:39][CH:40]=3)[N:26]=2)[CH2:30][CH2:31]1)(=[O:58])[C:52]1[CH:57]=[CH:56][N:55]=[CH:54][CH:53]=1 |f:0.1.2|. Procedure: 1-(4-(4-(8-oxa-3-azabicyclo[3.2.1]octan-3-yl)-6-(piperazin-1-yl)-1,3,5-triazin-2-yl)phenyl)-3-(pyridin-4-yl)urea-2TFA (100 mg) in dichloromethane (4 mL) and triethylamine (1 mL) was treated with isonicotinoyl chloride (100 mg). The mixture was concentrated to dryness and purified on HPLC to give the title compound as its di-TFA salt; MS (ES+) 593.1 (M+H)+